describe an organic reaction: reactants, conditions, products, and yield From a dataset of the Open Reaction Database (ORD), a public repository of structured organic reaction records. Starting materials: ClCCl, Clc1ccc2c(c1)C(c1ccccc1Cl)=NCCN2, O=C=NCCCl. The product is O=C(NCCCl)N1CCN=C(c2ccccc2Cl)c2cc(Cl)ccc21. RXN SMILES: [CH2:26]([Cl:27])[Cl:28].[Cl:1][c:2]1[cH:3][cH:4][c:5]2[c:6]([cH:19]1)[C:7]([c:12]1[c:13]([Cl:18])[cH:14][cH:15][cH:16][cH:17]1)=[N:8][CH2:9][CH2:10][NH:11]2.[Cl:20][CH2:21][CH2:22][N:23]=[C:24]=[O:25]>>[Cl:1][c:2]1[cH:3][cH:4][c:5]2[c:6]([cH:19]1)[C:7]([c:12]1[c:13]([Cl:18])[cH:14][cH:15][cH:16][cH:17]1)=[N:8][CH2:9][CH2:10][N:11]2[C:24]([NH:23][CH2:22][CH2:21][Cl:20])=[O:25]. Reactants: O=C1N(C2=CC=CC=C2C(N1CC(=O)O)=O)CCCCN1CCC(CC1)OC(C1=CC=CC=C1)C1=CC=CC=C1 (2,4-dioxo-1-[4-(4-diphenylmethoxypiperidino)butyl]-1,2,3,4-tetrahydroquinazoline-3-acetic acid), Cl.C(C)OC(CCN)=O (b-alanine ethyl ester hydrochloride). The product is ethyl ester, Cl.O=C1N(C2=CC=CC=C2C(N1CC(=O)NCCC(=O)OCC)=O)CCCCN1CCC(CC1)OC(C1=CC=CC=C1)C1=CC=CC=C1 (2,4-Dioxo-1-[4-(4-diphenylmethoxypiperidino)butyl]-N-(2-ethoxycarbonylethyl)-1,2,3,4-tetrahydroquinazoline-3-acetamide hydrochloride). Yield: 70.5%. As a reaction SMILES: [O:1]=[C:2]1[N:11]([CH2:12][C:13]([OH:15])=O)[C:10](=[O:16])[C:9]2[C:4](=[CH:5][CH:6]=[CH:7][CH:8]=2)[N:3]1[CH2:17][CH2:18][CH2:19][CH2:20][N:21]1[CH2:26][CH2:25][CH:24]([O:27][CH:28]([C:35]2[CH:40]=[CH:39][CH:38]=[CH:37][CH:36]=2)[C:29]2[CH:34]=[CH:33][CH:32]=[CH:31][CH:30]=2)[CH2:23][CH2:22]1.[ClH:41].[CH2:42]([O:44][C:45](=[O:49])[CH2:46][CH2:47][NH2:48])[CH3:43]>>[ClH:41].[O:1]=[C:2]1[N:11]([CH2:12][C:13]([NH:48][CH2:47][CH2:46][C:45]([O:44][CH2:42][CH3:43])=[O:49])=[O:15])[C:10](=[O:16])[C:9]2[C:4](=[CH:5][CH:6]=[CH:7][CH:8]=2)[N:3]1[CH2:17][CH2:18][CH2:19][CH2:20][N:21]1[CH2:26][CH2:25][CH:24]([O:27][CH:28]([C:29]2[CH:30]=[CH:31][CH:32]=[CH:33][CH:34]=2)[C:35]2[CH:40]=[CH:39][CH:38]=[CH:37][CH:36]=2)[CH2:23][CH2:22]1 |f:1.2,3.4|. Reported procedure: Using the method similar to that in Example 109 and starting from 2,4-dioxo-1-[4-(4-diphenylmethoxypiperidino)butyl]-1,2,3,4-tetrahydroquinazoline-3-acetic acid (1.20 g, 2.22 mmol) obtained in Example 50, and also using b-alanine ethyl ester hydrochloride (408 mg, 2.66 mmol) instead of glycine methyl ester hydrochloride, the ethyl ester of the title compound (1.06 g 65%) was obtained as an oil. Yields the product COc1ccccc1C=C1N=C(C)N(C)C1=O. The reactants are O=C([O-])[O-], CN, COc1ccccc1C=C1N=C(C)OC1=O, CCO, [K+], [K+]. RXN SMILES: [C:19](=[O:20])([O-:21])[O-:22].[CH3:17][NH2:18].[CH3:1][O:2][c:3]1[c:4]([CH:5]=[C:6]2[N:7]=[C:8]([CH3:12])[O:9][C:10]2=[O:11])[cH:13][cH:14][cH:15][cH:16]1.[CH3:25][CH2:26][OH:27].[K+:23].[K+:24]>>[CH3:1][O:2][c:3]1[c:4]([CH:5]=[C:6]2[N:7]=[C:8]([CH3:12])[N:18]([CH3:17])[C:10]2=[O:9])[cH:13][cH:14][cH:15][cH:16]1. The reactants are C, O=C(OCc1ccccc1)N1CCN(c2nc(OCC(O)C(O)CO)c3ccccc3n2)CC1, CO, [Pd]. Product: OCC(O)C(O)COc1nc(N2CCNCC2)nc2ccccc12. As a reaction SMILES: [C:37].[CH2:1]([O:2][C:3](=[O:4])[N:11]1[CH2:12][CH2:13][N:14]([c:17]2[n:18][c:19]3[cH:20][cH:21][cH:22][cH:23][c:24]3[c:25]([O:27][CH2:28][CH:29]([CH:30]([CH2:31][OH:32])[OH:33])[OH:34])[n:26]2)[CH2:15][CH2:16]1)[c:5]1[cH:6][cH:7][cH:8][cH:9][cH:10]1.[CH3:35][OH:36].[Pd:38]>>[NH:11]1[CH2:12][CH2:13][N:14]([c:17]2[n:18][c:19]3[cH:20][cH:21][cH:22][cH:23][c:24]3[c:25]([O:27][CH2:28][CH:29]([CH:30]([CH2:31][OH:32])[OH:33])[OH:34])[n:26]2)[CH2:15][CH2:16]1. The reactants are C(C)OC(=O)N=C=S (Ethoxycarbonylisothiocyanate), CN1CCN(CC1)C1=NN=C(S1)N (5-(4-Methyl-piperazin-1-yl)-[1,3,4]thiadiazol-2-ylamine). Solvent: C(C)#N (acetonitrile), CN(C)C=O (DMF). Reaction conditions: temperature 80 celsius. Product: CN1CCN(CC1)C1=NN=C(S1)NC(=S)N ([5-(4-Methyl-piperazin-1-yl)-[1,3,4]thiadiazol-2-yl]-thiourea). RXN SMILES: C(OC([N:6]=[C:7]=[S:8])=O)C.[CH3:9][N:10]1[CH2:15][CH2:14][N:13]([C:16]2[S:20][C:19]([NH2:21])=[N:18][N:17]=2)[CH2:12][CH2:11]1>C(#N)C.CN(C=O)C>[CH3:9][N:10]1[CH2:15][CH2:14][N:13]([C:16]2[S:20][C:19]([NH:21][C:7]([NH2:6])=[S:8])=[N:18][N:17]=2)[CH2:12][CH2:11]1. Reported procedure: Ethoxycarbonylisothiocyanate (0.346 ml, 2.96 mmol) is added dropwise to a stirred suspension of 5-(4-Methyl-piperazin-1-yl)-[1,3,4]thiadiazol-2-ylamine (63b) (0.59 g, 2.96 mmol) in acetonitrile (15 ml) and DMF (5 ml). The reaction is heated at 80° C. for 7 h followed by removal of the solvent. The residue heated in 2M aqueous NaOH (80 ml) at reflux for 30 minutes. After cooling to room temperature the solution is neutralised by addition of 6M aqueous HCl and the titled product is removed by filt... The reactants are C(O)CN (Ethanolamine), BrCCCCCCCCCCCCS(=O)(=O)Cl (12-bromododecanesulfonyl chloride). Yields the product OCCNS(=O)(=O)CCCCCCCCCCCCBr (N-(2-hydroxyethyl)-12-bromododecanesulfonamide). Yield: 73.6%. As a reaction SMILES: [CH2:1]([CH2:3][NH2:4])[OH:2].[Br:5][CH2:6][CH2:7][CH2:8][CH2:9][CH2:10][CH2:11][CH2:12][CH2:13][CH2:14][CH2:15][CH2:16][CH2:17][S:18](Cl)(=[O:20])=[O:19]>>[OH:2][CH2:1][CH2:3][NH:4][S:18]([CH2:17][CH2:16][CH2:15][CH2:14][CH2:13][CH2:12][CH2:11][CH2:10][CH2:9][CH2:8][CH2:7][CH2:6][Br:5])(=[O:19])=[O:20]. Procedure: Ethanolamine (0.67 g, 11 mmol) was reacted with 12-bromododecanesulfonyl chloride (1.74 g, 5 mmol) in the same manner as in Preparation Example 4, to give N-(2-hydroxyethyl)-12-bromododecanesulfonamide (1.37 g) as colorless crystals.